Dataset: the Open Reaction Database (ORD), a public repository of structured organic reaction records. Task: describe an organic reaction: reactants, conditions, products, and yield Starting materials: C1CCOC1, [Na+], [OH-], O, CC(=Cc1ccc([N+](=O)[O-])cc1)C(=O)Nc1ccc(C(C(C)C)n2ccnc2)cc1. The product is CC(=Cc1ccc(N)cc1)C(=O)Nc1ccc(C(C(C)C)n2ccnc2)cc1. As a reaction SMILES: [CH2:34]1[O:35][CH2:36][CH2:37][CH2:38]1.[Na+:33].[OH-:32].[OH2:31].[n:1]1([CH:6]([CH:7]([CH3:8])[CH3:9])[c:10]2[cH:11][cH:12][c:13]([NH:16][C:17]([C:18]([CH3:19])=[CH:20][c:21]3[cH:22][cH:23][c:24]([N+:27]([O-:28])=[O:29])[cH:25][cH:26]3)=[O:30])[cH:14][cH:15]2)[cH:2][n:3][cH:4][cH:5]1>>[n:1]1([CH:6]([CH:7]([CH3:8])[CH3:9])[c:10]2[cH:11][cH:12][c:13]([NH:16][C:17]([C:18]([CH3:19])=[CH:20][c:21]3[cH:22][cH:23][c:24]([NH2:27])[cH:25][cH:26]3)=[O:30])[cH:14][cH:15]2)[cH:2][n:3][cH:4][cH:5]1.